This data is from the Open Reaction Database (ORD), a public repository of structured organic reaction records. The task is: describe an organic reaction: reactants, conditions, products, and yield Reactants: CN(C)C=NC=1NC(C=2NC=NC2N1)=O (N-dimethylaminomethyleneguanine), CN(C1=CC=CC=C1)C (N,N-dimethylaniline), P(=O)(Cl)(Cl)Cl (phosphorus oxychloride), C(O)([O-])=O.[Na+] (sodium hydrogen carbonate). Run in ice water. Conditions: temperature 80 celsius, time 2 hour. Product: crystal, CN(C)C=NC1=NC(=C2NC=NC2=N1)Cl (2-dimethylaminomethyleneamino-6-chloropurine). The yield is 80.0%. As a reaction SMILES: [CH3:1][N:2]([CH:4]=[N:5][C:6]1[NH:7][C:8](=O)[C:9]2[NH:10][CH:11]=[N:12][C:13]=2[N:14]=1)[CH3:3].CN(C)C1C=CC=CC=1.P(Cl)(Cl)([Cl:27])=O.C(=O)([O-])O.[Na+]>>[CH3:1][N:2]([CH:4]=[N:5][C:6]1[N:14]=[C:13]2[C:9]([NH:10][CH:11]=[N:12]2)=[C:8]([Cl:27])[N:7]=1)[CH3:3] |f:3.4|. Procedure details: 20.6 g (0.1 mol) of N-dimethylaminomethyleneguanine obtained in Example 15, and 12.1 g (0.1 mol) of N,N-dimethylaniline were added to 38.3 g (0.25 mol) of phosphorus oxychloride, followed by stirring at 80° C. for 2 hours. After cooling, the reaction mixture was added to 500 ml of ice water, and then neutralized with 126.0 g (1.5 mol) of sodium hydrogen carbonate. The precipitating crystal was collected by filtration and then washed with 50 ml of water, subsequently with 50 ml of methanol to yie...